This data is from the Open Reaction Database (ORD), a public repository of structured organic reaction records. The task is: describe an organic reaction: reactants, conditions, products, and yield Starting materials: ClC1=C(C(=O)O)C=C(C=C1)NC(=O)C=1SC=CC1 (2-Chloro-5-[(Thiophene-2-carbonyl)-Amino]-Benzoic Acid), C(C)(C)(C)OC(=O)N1CCC(CC1)S(=O)(=O)C1=CC=C(C=C1)NC1=NC=C(C=N1)N (4-[4-(5-Amino-Pyrimidin-2-ylamino)-Benzenesulfonyl]-Piperidine-1-Carboxylic Acid tert-Butyl Ester), ClC1=NC(=NC(=N1)OC)OC (2-chloro-4,6-dimethoxy-1,3,5-triazine), CN1CCOCC1 (4-methyl morpholine). The solvent is C(Cl)Cl (DCM). Reaction conditions: time 1 hour. Yields the product C(C)(C)(C)OC(=O)N1CCC(CC1)S(=O)(=O)C1=CC=C(C=C1)NC1=NC=C(C=N1)NC(C1=C(C=CC(=C1)NC(=O)C=1SC=CC1)Cl)=O (4-[4-(5-{2-Chloro-5-[(Thiophene-2-Carbonyl)-Amino]-Benzoylamino}-Pyrimidin-2-ylamino)-Benzenesulfonyl]-Piperidine-1-Carboxylic Acid tert-Butyl Ester). The yield is 32.7%. RXN SMILES: [Cl:1][C:2]1[CH:10]=[CH:9][C:8]([NH:11][C:12]([C:14]2[S:15][CH:16]=[CH:17][CH:18]=2)=[O:13])=[CH:7][C:3]=1[C:4]([OH:6])=O.ClC1N=C(OC)N=C(OC)N=1.CN1CCOCC1.[C:37]([O:41][C:42]([N:44]1[CH2:49][CH2:48][CH:47]([S:50]([C:53]2[CH:58]=[CH:57][C:56]([NH:59][C:60]3[N:65]=[CH:64][C:63]([NH2:66])=[CH:62][N:61]=3)=[CH:55][CH:54]=2)(=[O:52])=[O:51])[CH2:46][CH2:45]1)=[O:43])([CH3:40])([CH3:39])[CH3:38]>C(Cl)Cl>[C:37]([O:41][C:42]([N:44]1[CH2:45][CH2:46][CH:47]([S:50]([C:53]2[CH:54]=[CH:55][C:56]([NH:59][C:60]3[N:65]=[CH:64][C:63]([NH:66][C:4](=[O:6])[C:3]4[CH:7]=[C:8]([NH:11][C:12]([C:14]5[S:15][CH:16]=[CH:17][CH:18]=5)=[O:13])[CH:9]=[CH:10][C:2]=4[Cl:1])=[CH:62][N:61]=3)=[CH:57][CH:58]=2)(=[O:51])=[O:52])[CH2:48][CH2:49]1)=[O:43])([CH3:40])([CH3:38])[CH3:39]. Procedure details: Intermediate 15 (Example 23) (0.124 g, 0.439 mmol) was combined with 2-chloro-4,6-dimethoxy-1,3,5-triazine (CDMT) (0.093 g, 0.53 mmol) and diluted with DCM (4 mL). This was immediately treated with 4-methyl morpholine (0.10 mL, 0.88 mmol) and allowed to stir at ambient temperature for 1 h. Intermediate 13 (Example 20) (0.20 g, 0.462 mmol) was then added in one portion. Stirring was continued overnight. After 18 h, reaction solvents were removed and resulting crude solids purified via HPLC to aff...